Task: describe an organic reaction: reactants, conditions, products, and yield. Dataset: the Open Reaction Database (ORD), a public repository of structured organic reaction records Reaction SMILES: [CH3:1][O:2][C:3]([c:4]1[c:5]([CH2:12][Br:13])[cH:6][c:7]([Br:11])[cH:8][c:9]1[CH3:10])=[O:14].[CH3:36][c:37]1[cH:38][cH:39][cH:40][cH:41][cH:42]1.[K+:30].[K+:31].[O-:32][C:33]([O-:34])=[O:35].[O:15]([c:16]1[cH:17][cH:18][cH:19][cH:20][cH:21]1)[c:22]1[cH:23][cH:24][c:25]([CH2:26][NH2:27])[cH:28][cH:29]1>>[C:3]1(=[O:14])[c:4]2[c:5]([cH:6][c:7]([Br:11])[cH:8][c:9]2[CH3:10])[CH2:12][N:27]1[CH2:26][c:25]1[cH:24][cH:23][c:22]([O:15][c:16]2[cH:17][cH:18][cH:19][cH:20][cH:21]2)[cH:29][cH:28]1. The reactants are COC(=O)c1c(C)cc(Br)cc1CBr, Cc1ccccc1, [K+], [K+], O=C([O-])[O-], NCc1ccc(Oc2ccccc2)cc1. Product: Cc1cc(Br)cc2c1C(=O)N(Cc1ccc(Oc3ccccc3)cc1)C2. Procedure: Hydrazine hydrate (0.7 ml, 14.3 mmol) was added to a stirred solution of 3-chloro-6-phenyl-pyridazine-4-carbonitrile (cf J. Med. Chem., 1999, 42, 730; 1.024 g, 4.7 mmol) in pyridine (10 ml). The reaction mixture was stirred at reflux for 6 hours, cooled and the resulting solid was filtered and dried in vacuo, affording the title compound as a solid. Run in N1=CC=CC=C1 (pyridine). Reaction SMILES: O.[NH2:2][NH2:3].Cl[C:5]1[N:6]=[N:7][C:8]([C:13]2[CH:18]=[CH:17][CH:16]=[CH:15][CH:14]=2)=[CH:9][C:10]=1[C:11]#[N:12]>N1C=CC=CC=1>[C:13]1([C:8]2[CH:9]=[C:10]3[C:11]([NH2:12])=[N:7][NH:6][C:5]3=[N:2][N:3]=2)[CH:18]=[CH:17][CH:16]=[CH:15][CH:14]=1 |f:0.1|. Reactants: O.NN (Hydrazine hydrate), ClC=1N=NC(=CC1C#N)C1=CC=CC=C1 (3-chloro-6-phenyl-pyridazine-4-carbonitrile). The product is C1(=CC=CC=C1)C=1C=C2C(=NN1)NN=C2N (5-Phenyl-1H-pyrazolo[3,4-c]pyridazin-3-ylamine).